Task: describe an organic reaction: reactants, conditions, products, and yield. Dataset: the Open Reaction Database (ORD), a public repository of structured organic reaction records The reactants are CN(C)C=O, O=P(Cl)(Cl)Cl, Cc1[nH]c(=O)c(C#N)cc1-c1ccc2nccn2c1. Yields the product Cc1nc(Cl)c(C#N)cc1-c1ccc2nccn2c1. As a reaction SMILES: [CH3:25][N:26]([CH3:27])[CH:28]=[O:29].[P:20]([Cl:21])([Cl:22])([Cl:23])=[O:24].[n:1]1[cH:2][cH:3][n:4]2[c:5]1[cH:6][cH:7][c:8](-[c:10]1[cH:11][c:12]([C:18]#[N:19])[c:13](=[O:17])[nH:14][c:15]1[CH3:16])[cH:9]2>>[n:1]1[cH:2][cH:3][n:4]2[c:5]1[cH:6][cH:7][c:8](-[c:10]1[cH:11][c:12]([C:18]#[N:19])[c:13]([Cl:22])[n:14][c:15]1[CH3:16])[cH:9]2.